This data is from the Open Reaction Database (ORD), a public repository of structured organic reaction records. The task is: describe an organic reaction: reactants, conditions, products, and yield Reactants: FC(C(=O)N)(F)F.ClC1=C(C(=CC=2C(CNCCC21)C2=CC=C(C=C2)O)O)O (6-chloro-7,8-dihydroxy-1-(p-hydroxyphenyl)-2,3,4,5-tetrahydro-1H-3-benzazepine trifluoroacetamide), [F-].[K+] (potassium fluoride), BrCBr (dibromomethane). Run in CN(C=O)C (dimethylformamide). Reaction conditions: time 5 minute. Product: FC(C(=O)N)(F)F.ClC1=C2C(=CC=3C(CNCCC31)C3=CC=C(C=C3)O)OCO2 (6-chloro-7,8-methylenedioxy-1-(p-hydroxyphenyl)-2,3,4,5-tetrahydro-1H-3-benzazepine trifluoroacetamide). Yield: 67.9%. As a reaction SMILES: [F:1][C:2]([F:7])([F:6])[C:3]([NH2:5])=[O:4].[Cl:8][C:9]1[C:19]2[CH2:18][CH2:17][NH:16][CH2:15][CH:14]([C:20]3[CH:25]=[CH:24][C:23]([OH:26])=[CH:22][CH:21]=3)[C:13]=2[CH:12]=[C:11]([OH:27])[C:10]=1[OH:28].[F-].[K+].Br[CH2:32]Br>CN(C)C=O>[F:1][C:2]([F:7])([F:6])[C:3]([NH2:5])=[O:4].[Cl:8][C:9]1[C:19]2[CH2:18][CH2:17][NH:16][CH2:15][CH:14]([C:20]3[CH:21]=[CH:22][C:23]([OH:26])=[CH:24][CH:25]=3)[C:13]=2[CH:12]=[C:11]2[O:27][CH2:32][O:28][C:10]=12 |f:0.1,2.3,6.7|. Procedure details: A solution of 44 g (0.104 mole) of 6-chloro-7,8-dihydroxy-1-(p-hydroxyphenyl)-2,3,4,5-tetrahydro-1H-3-benzazepine trifluoroacetamide in 700 ml of dry dimethylformamide was treated with 45.5 g (0.784 mole) of potassium fluoride. After five minutes, 11.2 ml (27.6 g, 0.109 mole) of dibromomethane was added. The mixture was heated at 115° and held at 115° for 6 hours. The reaction mixture was concentrated. The residue was dissolved in ethyl acetate and washed several times with water. The dried, con... Reactants: C(C1=CC=CC=C1)N1C(CC[C@H]1C(=O)OC(C)(C)C)=C(C(=O)OCC1=CC=CC=C1)CC(=O)OCC1=CC=CC=C1 ((S)-dibenzyl 2-(1-benzyl-5-(tert-butoxycarbonyl)pyrrolidin-2-ylidene)succinate), C(=O)[O-].[NH4+] (ammonium formate), C(Cl)Cl (CH2Cl2), C(=O)[O-].[NH4+] (ammonium formate). The reagents and catalysts are [Pd] (Pd/C). The solvent is CO (MeOH), CO (MeOH). Conditions: time 12 hour. Product: C(C1=CC=CC=C1)N1[C@H](CC[C@H]1C(=O)OC(C)(C)C)CCC(=O)O (3-((2R,5S)-1-benzyl-5-(tert-butoxycarbonyl)pyrrolidin-2-yl)propanoic acid). Isolated yield 22.2%. As a reaction SMILES: [CH2:1]([N:8]1[C@H:12]([C:13]([O:15][C:16]([CH3:19])([CH3:18])[CH3:17])=[O:14])[CH2:11][CH2:10][C:9]1=[C:20]([CH2:31][C:32]([O:34]CC1C=CC=CC=1)=[O:33])C(OCC1C=CC=CC=1)=O)[C:2]1[CH:7]=[CH:6][CH:5]=[CH:4][CH:3]=1.C([O-])=O.[NH4+].C(Cl)Cl>CO.[Pd]>[CH2:1]([N:8]1[C@H:12]([C:13]([O:15][C:16]([CH3:18])([CH3:19])[CH3:17])=[O:14])[CH2:11][CH2:10][C@@H:9]1[CH2:20][CH2:31][C:32]([OH:34])=[O:33])[C:2]1[CH:3]=[CH:4][CH:5]=[CH:6][CH:7]=1 |f:1.2|. Procedure details: To a degassed solution of (S)-dibenzyl 2-(1-benzyl-5-(tert-butoxycarbonyl)pyrrolidin-2-ylidene)succinate (1500 mg, 2.70 mmol) was added 10% Pd/C (900 mg, 0.846 mmol) and ammonium formate (2,550 mg, 40.5 mmol) in MeOH (20 ml). The reaction mixture was then heated to reflux under argon. After 12 hrs, heating was stopped and the reaction mixture was left to stand at rt overnight. The next day another 0.5 g of ammonium formate was added to the reaction and reaction was heated for another 5 hrs. The ... Product: CC(C)(C)c1ccc(CNC(=O)CCc2ccc(NS(C)(=O)=O)c(F)c2)cc1. Reaction SMILES: [C:19]([CH3:20])([CH3:21])([CH3:22])[c:23]1[cH:24][cH:25][c:26]([CH2:27][NH2:28])[cH:29][cH:30]1.[CH3:31][c:32]1[cH:33][cH:34][cH:35][cH:36][cH:37]1.[F:1][c:2]1[cH:3][c:4]([CH2:13][CH2:14][C:15]([O:17][CH3:16])=[O:18])[cH:5][cH:6][c:7]1[NH:8][S:9](=[O:10])(=[O:11])[CH3:12]>>[F:1][c:2]1[cH:3][c:4]([CH2:13][CH2:14][C:15](=[O:17])[NH:28][CH2:27][c:26]2[cH:25][cH:24][c:23]([C:19]([CH3:20])([CH3:21])[CH3:22])[cH:30][cH:29]2)[cH:5][cH:6][c:7]1[NH:8][S:9](=[O:10])(=[O:11])[CH3:12]. Reactants: CC(C)(C)c1ccc(CN)cc1, Cc1ccccc1, COC(=O)CCc1ccc(NS(C)(=O)=O)c(F)c1. Reactants: ClC1=NC=CC=N1 (2-chloropyrimidine), Br.Br.Br.NCCN1CCC(CC1)NC1=NC2=C(N1CC1=CC=C(C=C1)F)C=CC(=C2)O (2-[[1-(2-aminoethyl)-4-piperidinyl]amino]-1-[(4-fluorophenyl)-methyl]-1H-benzimidazol-5-ol trihydrobromide), C(O)([O-])=O.[Na+] (sodium hydrogen carbonate). The solvent is C(C)O (ethanol). The product is FC1=CC=C(C=C1)CN1C(=NC2=C1C=CC(=C2)O)NC2CCN(CC2)CCNC2=NC=CC=N2 (1-[(4-fluorophenyl)methyl]-2-[[1-[2-(2-pyrimidinylamino)-ethyl]-4-piperidinyl]amino]-1H-benzimidazol-5-ol). Yield: 83.0%. As a reaction SMILES: Cl[C:2]1[N:7]=[CH:6][CH:5]=[CH:4][N:3]=1.Br.Br.Br.[NH2:11][CH2:12][CH2:13][N:14]1[CH2:19][CH2:18][CH:17]([NH:20][C:21]2[N:25]([CH2:26][C:27]3[CH:32]=[CH:31][C:30]([F:33])=[CH:29][CH:28]=3)[C:24]3[CH:34]=[CH:35][C:36]([OH:38])=[CH:37][C:23]=3[N:22]=2)[CH2:16][CH2:15]1.C(=O)([O-])O.[Na+]>C(O)C>[F:33][C:30]1[CH:31]=[CH:32][C:27]([CH2:26][N:25]2[C:24]3[CH:34]=[CH:35][C:36]([OH:38])=[CH:37][C:23]=3[N:22]=[C:21]2[NH:20][CH:17]2[CH2:18][CH2:19][N:14]([CH2:13][CH2:12][NH:11][C:2]3[N:7]=[CH:6][CH:5]=[CH:4][N:3]=3)[CH2:15][CH2:16]2)=[CH:28][CH:29]=1 |f:1.2.3.4,5.6|. Procedure: A mixture of 1.7 parts of 2-chloropyrimidine, 9.66 parts of 2-[[1-(2-aminoethyl)-4-piperidinyl]amino]-1-[(4-fluorophenyl)-methyl]-1H-benzimidazol-5-ol trihydrobromide, 5 parts of sodium hydrogen carbonate and 80 parts of ethanol was stirred and refluxed overnight. The reaction mixture was evaporated and the residue was taken up in trichloromethane. The organic phase was washed with water, dried, filtered and evaporated. The residue was crystallized from a mixture of acetonitrile and methanol, yi... Reactants: NC(=O)c1cccc(C(N)=O)c1[N+](=O)[O-], CCO. Yields the product NC(=O)c1cccc(C(N)=O)c1N. RXN SMILES: [C:1]([NH2:2])(=[O:3])[c:4]1[c:5]([N+:13]([O-:14])=[O:15])[c:6]([C:7](=[O:8])[NH2:9])[cH:10][cH:11][cH:12]1.[CH3:16][CH2:17][OH:18]>>[C:1]([NH2:2])(=[O:3])[c:4]1[c:5]([NH2:13])[c:6]([C:7](=[O:8])[NH2:9])[cH:10][cH:11][cH:12]1.